Dataset: the Open Reaction Database (ORD), a public repository of structured organic reaction records. Task: describe an organic reaction: reactants, conditions, products, and yield Starting materials: O (Water), ClC1=CC=C(C(=N1)CCl)C(=O)OC (Methyl 6-chloro-2-(chloromethyl)pyridine-3-carboxylate), Cl.O1CC(C1)N (oxetan-3-amine hydrochloride), C([O-])([O-])=O.[K+].[K+] (potassium carbonate). Solvent: C(C)(=O)OCC (ethyl acetate), CN(C)C=O (DMF). Yields the product ClC1=CC=C2C(=N1)CN(C2=O)C2COC2 (2-Chloro-6-oxetan-3-yl-6,7-dihydro-5H-pyrrolo[3,4-b]pyridin-5-one). RXN SMILES: [Cl:1][C:2]1[N:7]=[C:6]([CH2:8]Cl)[C:5]([C:10]([O:12]C)=O)=[CH:4][CH:3]=1.Cl.[O:15]1[CH2:18][CH:17]([NH2:19])[CH2:16]1.C(=O)([O-])[O-].[K+].[K+].O>CN(C=O)C.C(OCC)(=O)C>[Cl:1][C:2]1[N:7]=[C:6]2[CH2:8][N:19]([CH:17]3[CH2:18][O:15][CH2:16]3)[C:10](=[O:12])[C:5]2=[CH:4][CH:3]=1 |f:1.2,3.4.5|. Reported procedure: Methyl 6-chloro-2-(chloromethyl)pyridine-3-carboxylate (Example 1, Step 4) (0.15 g, 0.68 mmol), oxetan-3-amine hydrochloride (0.15 g, 1.36 mmol) and potassium carbonate (0.38 g, 2.7 mmol) were stirred in DMF (10 mL) at room temperature overnight. Water and ethyl acetate were added and the biphasic mixture was extracted with ethyl acetate (2×). The combined organic extracts were washed with brine, dried over MgSO4, filtered, and concentrated in vacuo. Purification of the residue by silica gel chr... Reactants: N1CCC(CC1)C1=NOC2=C1C=CC(=C2)F (3-(4-piperidinyl)-6-fluoro-1,2-benzisoxazole), ClCCCOC1=C(C=C(C=C1)C(CO)=O)OC (1-[4-(3-chloropropoxy)-3-methoxyphenyl]-2-hydroxyethanone), C(=O)(O)[O-].[Na+] (NaHCO3), CN1C(CCC1)=O (1-methyl-2-pyrrolidinone). Solvent: O (H2O). Conditions: temperature 100 celsius, time 6 hour. The product is FC1=CC2=C(C(=NO2)C2CCN(CC2)CCCOC2=C(C=C(C=C2)C(CO)=O)OC)C=C1 (1-[4-[3-[4-(6-Fluoro-1,2-benzisoxazol-3-yl)-1-piperidinyl]propoxy]-3-methoxyphenyl]-2-hydroxyethanone). RXN SMILES: [NH:1]1[CH2:6][CH2:5][CH:4]([C:7]2[C:11]3[CH:12]=[CH:13][C:14]([F:16])=[CH:15][C:10]=3[O:9][N:8]=2)[CH2:3][CH2:2]1.Cl[CH2:18][CH2:19][CH2:20][O:21][C:22]1[CH:27]=[CH:26][C:25]([C:28](=[O:31])[CH2:29][OH:30])=[CH:24][C:23]=1[O:32][CH3:33].C([O-])(O)=O.[Na+].CN1CCCC1=O>O>[F:16][C:14]1[CH:13]=[CH:12][C:11]2[C:7]([CH:4]3[CH2:3][CH2:2][N:1]([CH2:18][CH2:19][CH2:20][O:21][C:22]4[CH:27]=[CH:26][C:25]([C:28](=[O:31])[CH2:29][OH:30])=[CH:24][C:23]=4[O:32][CH3:33])[CH2:6][CH2:5]3)=[N:8][O:9][C:10]=2[CH:15]=1 |f:2.3|. Procedure: A mixture of 3-(4-piperidinyl)-6-fluoro-1,2-benzisoxazole (1.3 g, 5.8 mmol), 1-[4-(3-chloropropoxy)-3-methoxyphenyl]-2-hydroxyethanone (1.5 g, 5.8 mmol), NaHCO3 (1.5 g) and 1-methyl-2-pyrrolidinone (50 ml) was stirred under N2 at 100° C. for 6 hours. The reaction was poured into H2O, and the aqueous suspension was extracted with EtOAc. The extract was washed (H2O), dried (MgSO4) and concentrated to afford the product. Starting materials: C(C=C)N1C(C(C2=CC=CC=C12)=O)=O (1-allylindoline-2,3-dione), [N+](=O)([O-])C (nitromethane). Solvent: O (water). Run at temperature 40 celsius, time 24 hour. Product: C(C=C)N1C(C(C2=CC=CC=C12)(C[N+](=O)[O-])O)=O (1-allyl-3-hydroxy-3-(nitromethyl)indolin-2-one). Reaction SMILES: [CH2:1]([N:4]1[C:12]2[C:7](=[CH:8][CH:9]=[CH:10][CH:11]=2)[C:6](=[O:13])[C:5]1=[O:14])[CH:2]=[CH2:3].[N+:15]([CH3:18])([O-:17])=[O:16]>O>[CH2:1]([N:4]1[C:12]2[C:7](=[CH:8][CH:9]=[CH:10][CH:11]=2)[C:6]([OH:13])([CH2:18][N+:15]([O-:17])=[O:16])[C:5]1=[O:14])[CH:2]=[CH2:3]. Reported procedure: 1-allylindoline-2,3-dione (0.093 g) and nitromethane (0.15 ml) were added to water and the reaction mixture was vigorously stirred at a temperature of 40° C. for 24 hours. The obtained product was extracted with ethyl acetate and purified by silica gel column chromatography using ethyl acetate/hexane as eluents to afford pure product. Starting materials: [N+](=O)(O)[O-].C(C)OC(C1=CC=C(C=C1)NC(=N)N)=O (4-guanidino-benzoic acid ethyl ester nitrate), CN(C)/C=C/C(=O)C1=NC=CN=C1 (3-dimethylamino-1-pyrazin-2-yl-propenone), [N+](=O)(O)[O-].C(C)OC(C1=CC(=C(C=C1)C)NC(=N)N)=O (3-guanidino-4-methylbenzoic acid ethyl ester nitrate), 3-dimethylamino-1-pyridin-3-yl-propenone. Yields the product C(C)OC(C1=CC(=C(C=C1)C)NC1=NC=CC(=N1)C1=NC=CN=C1)=O (4-methyl-3-(4-pyrazin-2-yl-pyrimidin-2-ylamino)benzoic acid ethyl ester). As a reaction SMILES: CN(/[CH:4]=[CH:5]/[C:6]([C:8]1[CH:13]=[N:12][CH:11]=[CH:10][N:9]=1)=O)C.[N+]([O-])(O)=O.[CH2:18]([O:20][C:21](=[O:33])[C:22]1[CH:27]=[CH:26][C:25]([CH3:28])=[C:24]([NH:29][C:30]([NH2:32])=[NH:31])[CH:23]=1)[CH3:19].[N+]([O-])(O)=O.C(OC(=O)C1C=CC(NC(N)=N)=CC=1)C>>[CH2:18]([O:20][C:21](=[O:33])[C:22]1[CH:27]=[CH:26][C:25]([CH3:28])=[C:24]([NH:29][C:30]2[N:32]=[C:6]([C:8]3[CH:13]=[N:12][CH:11]=[CH:10][N:9]=3)[CH:5]=[CH:4][N:31]=2)[CH:23]=1)[CH3:19] |f:1.2,3.4|. Procedure: 3-dimethylamino-1-pyrazin-2-yl-propenone prepared in Preparation 2 and 3-guanidino-4-methylbenzoic acid ethyl ester nitrate were used instead 3-dimethylamino-1-pyridin-3-yl-propenone and 4-guanidino-benzoic acid ethyl ester nitrate according to the similar procedure to Preparation 8 to give the titled compound as yellow solid. The reactants are C([O-])(O)=O.[Na+] (sodium bicarbonate), ClCC(=O)OC (methyl chloroacetate), NC=1C=C(C#N)C=CC1 (3-aminobenzonitrile). Solvent: CCOCC (ether). Conditions: time 6 hour. The product is COC(CNC1=CC(=CC=C1)C#N)=O (N-(3-Cyanophenyl)glycine methyl ester). As a reaction SMILES: C(=O)(O)[O-].[Na+].Cl[CH2:7][C:8]([O:10][CH3:11])=[O:9].[NH2:12][C:13]1[CH:14]=[C:15]([CH:18]=[CH:19][CH:20]=1)[C:16]#[N:17]>CCOCC>[CH3:11][O:10][C:8](=[O:9])[CH2:7][NH:12][C:13]1[CH:20]=[CH:19][CH:18]=[C:15]([C:16]#[N:17])[CH:14]=1 |f:0.1|. Reported procedure: A mixture of sodium bicarbonate (35.5 g), methyl chloroacetate (28 ml) and 3-aminobenzonitrile (25 g) were stirred under nitrogen at 80°-100° for 6 h. Heating at 90° was continued overnight, and the mixture was then cooled and poured into ether (400 ml). The solid precipitate was filtered off and the filtrate was retained. The solid was dissolved in dichloromethane (400 ml) and washed with water (200 ml) followed by dilute hydrochloric acid (200 ml). The organic phase was dried and concentrated ...